From a dataset of the Open Reaction Database (ORD), a public repository of structured organic reaction records. describe an organic reaction: reactants, conditions, products, and yield Starting materials: CC1(F)C(O)OC(COC(=O)c2ccccc2)C1OC(=O)c1ccccc1, O=C1CCC(=O)N1Cl, ClCCl, c1ccc(P(c2ccccc2)c2ccccc2)cc1. Product: CC1(F)C(Cl)OC(COC(=O)c2ccccc2)C1OC(=O)c1ccccc1. As a reaction SMILES: [C:1]([c:2]1[cH:3][cH:4][cH:5][cH:6][cH:7]1)(=[O:8])[O:9][CH2:10][CH:11]1[O:12][CH:13]([OH:27])[C:14]([CH3:25])([F:26])[CH:15]1[O:16][C:17]([c:18]1[cH:19][cH:20][cH:21][cH:22][cH:23]1)=[O:24].[Cl:47][N:48]1[C:49](=[O:50])[CH2:51][CH2:52][C:53]1=[O:54].[Cl:55][CH2:56][Cl:57].[c:28]1([P:29]([c:30]2[cH:31][cH:32][cH:33][cH:34][cH:35]2)[c:36]2[cH:37][cH:38][cH:39][cH:40][cH:41]2)[cH:42][cH:43][cH:44][cH:45][cH:46]1>>[C:1]([c:2]1[cH:3][cH:4][cH:5][cH:6][cH:7]1)(=[O:8])[O:9][CH2:10][CH:11]1[O:12][CH:13]([Cl:47])[C:14]([CH3:25])([F:26])[CH:15]1[O:16][C:17]([c:18]1[cH:19][cH:20][cH:21][cH:22][cH:23]1)=[O:24].